From a dataset of the Open Reaction Database (ORD), a public repository of structured organic reaction records. describe an organic reaction: reactants, conditions, products, and yield The reactants are CN(C)CCCl, Cc1ccccc1, CC1(C)CC(c2ccc(Cl)cc2)c2ccc(O)cc2C1=O, [H-], [Na+]. Yields the product CN(C)CCOc1ccc2c(c1)C(=O)C(C)(C)CC2c1ccc(Cl)cc1. Reaction SMILES: [CH3:24][N:25]([CH2:26][CH2:27][Cl:28])[CH3:29].[CH3:30][c:31]1[cH:32][cH:33][cH:34][cH:35][cH:36]1.[Cl:1][c:2]1[cH:3][cH:4][c:5]([CH:8]2[CH2:9][C:10]([CH3:20])([CH3:21])[C:11](=[O:19])[c:12]3[cH:13][c:14]([OH:18])[cH:15][cH:16][c:17]32)[cH:6][cH:7]1.[H-:22].[Na+:23]>>[Cl:1][c:2]1[cH:3][cH:4][c:5]([CH:8]2[CH2:9][C:10]([CH3:20])([CH3:21])[C:11](=[O:19])[c:12]3[cH:13][c:14]([O:18][CH2:27][CH2:26][N:25]([CH3:24])[CH3:29])[cH:15][cH:16][c:17]32)[cH:6][cH:7]1. Starting materials: C1(=CC=C(C=C1)S(=O)(=O)Cl)C (4-toluenesulphonyl chloride), CC(CO)(C(C)=O)C (2,2-dimethyl-1-hydroxy-butan-3-one), N1=CC=CC=C1 (pyridine), ice, Cl (hydrochloric acid). Solvent: C(Cl)(Cl)Cl (chloroform). Run at time 15 hour. Yields the product CC(COS(=O)(=O)C1=CC=C(C)C=C1)(C(C)=O)C (2,2-dimethyl-1-tosyloxy-butan-3-one). Isolated yield 68.1%. RXN SMILES: [C:1]1([CH3:11])[CH:6]=[CH:5][C:4]([S:7](Cl)(=[O:9])=[O:8])=[CH:3][CH:2]=1.[CH3:12][C:13]([CH3:19])([C:16](=[O:18])[CH3:17])[CH2:14][OH:15].N1C=CC=CC=1.Cl>C(Cl)(Cl)Cl>[CH3:12][C:13]([CH3:19])([C:16](=[O:18])[CH3:17])[CH2:14][O:15][S:7]([C:4]1[CH:5]=[CH:6][C:1]([CH3:11])=[CH:2][CH:3]=1)(=[O:9])=[O:8]. Reported procedure: 47.6 g (0.25 mol) of 4-toluenesulphonyl chloride were dissolved in 100 ml of chloroform, 35 g (0.3 mol) of 2,2-dimethyl-1-hydroxy-butan-3-one were added, and 40 ml (0.5 mol) of pyridine were added dropwise at 0° to 50° C. The reaction mixture was subsequently stirred at room temperature for 15 hours and poured on to 200 g of ice and 70 ml of concentrated hydrochloric acid and the organic phase was separated off, rinsed three times with 200 ml of water each time, dried over sodium sulphate and co...